This data is from the Open Reaction Database (ORD), a public repository of structured organic reaction records. The task is: describe an organic reaction: reactants, conditions, products, and yield Starting materials: C(C)(C)(C)C1=CC(=C(C=N1)C=1N([C@]([C@](N1)(C)C1=CC=C(C=C1)Cl)(C)C1=CC=C(C=C1)Cl)C(=O)Cl)OCC ((4S,5R)-2-(6-tert-butyl-4-ethoxy-pyridin-3-yl)-4,5-bis-(4-chloro-phenyl)-4,5-dimethyl-4,5-dihydro-imidazole-1-carbonyl chloride), Cl.Cl.O=S1(CCC(CC1)N1CCNCC1)=O (1-(1,1-dioxo-hexahydro-1λ6-thiopyran-4-yl)-piperazine dihydrochloride). The product is C(C)(C)(C)C1=CC(=C(C=N1)C=1N([C@]([C@](N1)(C)C1=CC=C(C=C1)Cl)(C)C1=CC=C(C=C1)Cl)C(=O)N1CCN(CC1)C1CCS(CC1)(=O)=O)OCC ([(4S,5R)-2-(6-tert-Butyl-4-ethoxy-pyridin-3-yl)-4,5-bis-(4-chloro-phenyl)-4,5-dimethyl-4,5-dihydro-imidazol-1-yl]-[4-(1,1-dioxo-hexahydro-1λ6-thiopyran-4-yl)-piperazin-1-yl]-methanone). As a reaction SMILES: [C:1]([C:5]1[N:10]=[CH:9][C:8]([C:11]2[N:12]([C:32](Cl)=[O:33])[C@@:13]([C:25]3[CH:30]=[CH:29][C:28]([Cl:31])=[CH:27][CH:26]=3)([CH3:24])[C@@:14]([C:17]3[CH:22]=[CH:21][C:20]([Cl:23])=[CH:19][CH:18]=3)([CH3:16])[N:15]=2)=[C:7]([O:35][CH2:36][CH3:37])[CH:6]=1)([CH3:4])([CH3:3])[CH3:2].Cl.Cl.[O:40]=[S:41]1(=[O:53])[CH2:46][CH2:45][CH:44]([N:47]2[CH2:52][CH2:51][NH:50][CH2:49][CH2:48]2)[CH2:43][CH2:42]1>>[C:1]([C:5]1[N:10]=[CH:9][C:8]([C:11]2[N:12]([C:32]([N:50]3[CH2:51][CH2:52][N:47]([CH:44]4[CH2:43][CH2:42][S:41](=[O:53])(=[O:40])[CH2:46][CH2:45]4)[CH2:48][CH2:49]3)=[O:33])[C@@:13]([C:25]3[CH:26]=[CH:27][C:28]([Cl:31])=[CH:29][CH:30]=3)([CH3:24])[C@@:14]([C:17]3[CH:22]=[CH:21][C:20]([Cl:23])=[CH:19][CH:18]=3)([CH3:16])[N:15]=2)=[C:7]([O:35][CH2:36][CH3:37])[CH:6]=1)([CH3:4])([CH3:3])[CH3:2] |f:1.2.3|. Procedure: In a manner analogous to the method described in examples 8, (4S,5R)-2-(6-tert-butyl-4-ethoxy-pyridin-3-yl)-4,5-bis-(4-chloro-phenyl)-4,5-dimethyl-4,5-dihydro-imidazole-1-carbonyl chloride (example 51) was coupled with 1-(1,1-dioxo-hexahydro-1λ6-thiopyran-4-yl)-piperazine dihydrochloride (prepared as described in Ding, Q. et al. WO2007063013) to give the title compound. HR-MS (ES, m/z) calculated for C38H48N5O4SCl2 [(M+H)+] 740.2799, observed 740.2802. The reactants are CS(=O)(=O)OCCC=1OC2=C(C1)C=C(C=C2)C2=NC=C(C=C2)C(=O)N2CCOCC2 (2-{5-[5-(4-morpholinylcarbonyl)-2-pyridinyl]-1-benzofuran-2-yl}ethyl methanesulfonate), CNC (dimethylamine). Yields the product CN(CCC=1OC2=C(C1)C=C(C=C2)C2=NC=C(C=C2)C(=O)N2CCOCC2)C (N,N-dimethyl-N-(2-{5-[5-(4-morpholinylcarbonyl)-2-pyridinyl]-1-benzofuran-2-yl}ethyl)amine). Reaction SMILES: CS(O[CH2:6][CH2:7][C:8]1[O:9][C:10]2[CH:16]=[CH:15][C:14]([C:17]3[CH:22]=[CH:21][C:20]([C:23]([N:25]4[CH2:30][CH2:29][O:28][CH2:27][CH2:26]4)=[O:24])=[CH:19][N:18]=3)=[CH:13][C:11]=2[CH:12]=1)(=O)=O.[CH3:31][NH:32][CH3:33]>>[CH3:31][N:32]([CH3:33])[CH2:6][CH2:7][C:8]1[O:9][C:10]2[CH:16]=[CH:15][C:14]([C:17]3[CH:22]=[CH:21][C:20]([C:23]([N:25]4[CH2:30][CH2:29][O:28][CH2:27][CH2:26]4)=[O:24])=[CH:19][N:18]=3)=[CH:13][C:11]=2[CH:12]=1. Reported procedure: The product from Example 44E and dimethylamine were processed as described in Example 1D to provide the titled compound. 1HNMR (300 MHz, CD3OD) δ8.70 (m, 1H), 8.24 (d, J=1.8 Hz, 1H), 7.96 (m, 3H), 7.59 (d, J=8.7 Hz, 1H), 6.84 (s, 1H), 3.35-3.8 (m, 12H), 2.98 (s, 6H); MS (DCI) m/z 380 (M+H)+; The reactants are CCOC(C)=O, ClCc1ccc2c(c1)OCO2, [K+], [K+], Nc1ccc(OC2CCCNC2)cc1, O=C([O-])[O-], CN(C)C=O. The product is Nc1ccc(OC2CCCN(Cc3ccc4c(c3)OCO4)C2)cc1. Reaction SMILES: [CH3:37][CH2:38][O:39][C:40](=[O:41])[CH3:42].[Cl:21][CH2:22][c:23]1[cH:24][c:25]2[c:26]([cH:30][cH:31]1)[O:27][CH2:28][O:29]2.[K+:15].[K+:16].[NH2:1][c:2]1[cH:3][cH:4][c:5]([O:6][CH:7]2[CH2:8][NH:9][CH2:10][CH2:11][CH2:12]2)[cH:13][cH:14]1.[O-:17][C:18]([O-:19])=[O:20].[O:32]=[CH:33][N:34]([CH3:35])[CH3:36]>>[NH2:1][c:2]1[cH:3][cH:4][c:5]([O:6][CH:7]2[CH2:8][N:9]([CH2:22][c:23]3[cH:24][c:25]4[c:26]([cH:30][cH:31]3)[O:27][CH2:28][O:29]4)[CH2:10][CH2:11][CH2:12]2)[cH:13][cH:14]1. The reactants are C(C=C)(=O)OC (methyl acrylate), C=C (ethylene), C(=O)C=C (acrolein), C(=O)C=C (acrolein). The reagents and catalysts are catalyst. Product: C(=O)OC (methyl formate), C(C=C)(=O)OC (MA). RXN SMILES: C(C=C)=O.[C:5]([O:9][CH3:10])(=[O:8])[CH:6]=[CH2:7].C=C>>[CH:5]([O:9][CH3:10])=[O:8].[C:5]([O:9][CH3:10])(=[O:8])[CH:6]=[CH2:7]. Reported procedure: Substantially the same procedure for producing MMA as described in Example 64 was repeated, except that the activated catalyst obtained in Example 62 was used, and that acrolein was used instead of the methacrolein. The reaction mixture obtained 10 hours after the start of the reaction was analyzed. As a result, it was found that the conversion of acrolein was 59.3%, the selectivity for methyl acrylate (MA) was 90.1%, and the selectivity for ethylene as a by-product was 1.83%, and that methyl fo...